This data is from the Open Reaction Database (ORD), a public repository of structured organic reaction records. The task is: describe an organic reaction: reactants, conditions, products, and yield The reactants are [BH4-], CN(C(=O)OC(C)(C)C)C1CCC(N(Cc2cc(-c3ccc(C(=O)C(F)(F)F)cc3)ccc2F)C(=O)c2sc3ccccc3c2Cl)CC1, CCO, ClCCl, [Na+], O. The product is CN(C(=O)OC(C)(C)C)C1CCC(N(Cc2cc(-c3ccc(C(O)C(F)(F)F)cc3)ccc2F)C(=O)c2sc3ccccc3c2Cl)CC1. Reaction SMILES: [BH4-:49].[C:1]([CH3:2])([CH3:3])([CH3:4])[O:5][C:6]([N:7]([CH3:8])[CH:9]1[CH2:10][CH2:11][CH:12]([N:15]([CH2:16][c:17]2[cH:18][c:19](-[c:24]3[cH:25][cH:26][c:27]([C:30]([C:31]([F:32])([F:33])[F:34])=[O:35])[cH:28][cH:29]3)[cH:20][cH:21][c:22]2[F:23])[C:36](=[O:37])[c:38]2[c:39]([Cl:47])[c:40]3[c:41]([s:42]2)[cH:43][cH:44][cH:45][cH:46]3)[CH2:13][CH2:14]1)=[O:48].[CH3:52][CH2:53][OH:54].[Cl:55][CH2:56][Cl:57].[Na+:50].[OH2:51]>>[C:1]([CH3:2])([CH3:3])([CH3:4])[O:5][C:6]([N:7]([CH3:8])[CH:9]1[CH2:10][CH2:11][CH:12]([N:15]([CH2:16][c:17]2[cH:18][c:19](-[c:24]3[cH:25][cH:26][c:27]([CH:30]([C:31]([F:32])([F:33])[F:34])[OH:35])[cH:28][cH:29]3)[cH:20][cH:21][c:22]2[F:23])[C:36](=[O:37])[c:38]2[c:39]([Cl:47])[c:40]3[c:41]([s:42]2)[cH:43][cH:44][cH:45][cH:46]3)[CH2:13][CH2:14]1)=[O:48]. The yield is 25.1%. Starting materials: ClC1=C2NC=NC2=NC=N1 (6-chloropurine), Cl (HCl), C(=O)([O-])[O-].[Na+].[Na+] (Na2CO3), N1(C=CC2=CC=CC=C12)NCCC (N-(1H-indol-1-yl)-N-propylamine). Solvent: CN1C(CCC1)=O (1-methyl-2-pyrrolidinone), O (water), CN1C(CCC1)=O (1-methyl-2-pyrrolidinone). Yields the product N1(C=CC2=CC=CC=C12)N(C1=C2N=CNC2=NC=N1)CCC (N-(1H-indol-1-yl)-N-propyl-9H-purin-6-amine). RXN SMILES: Cl[C:2]1[N:10]=[CH:9][N:8]=[C:7]2[C:3]=1[NH:4][CH:5]=[N:6]2.Cl.[N:12]1([NH:21][CH2:22][CH2:23][CH3:24])[C:20]2[C:15](=[CH:16][CH:17]=[CH:18][CH:19]=2)[CH:14]=[CH:13]1.C([O-])([O-])=O.[Na+].[Na+]>CN1CCCC1=O.O>[N:12]1([N:21]([CH2:22][CH2:23][CH3:24])[C:2]2[N:10]=[CH:9][N:8]=[C:7]3[C:3]=2[N:4]=[CH:5][NH:6]3)[C:20]2[C:15](=[CH:16][CH:17]=[CH:18][CH:19]=2)[CH:14]=[CH:13]1 |f:3.4.5|. Reaction conditions: temperature 120 celsius, time 6 hour. Procedure details: To a solution of 6-chloropurine (5.0 g, 0.032 mole) in 50 ml 1-methyl-2-pyrrolidinone, was added 1 ml ethereal-HCl; followed by a solution of N-(1H-indol-1-yl)-N-propylamine (5.2 g, 0.030 mole) in 50 ml 1-methyl-2-pyrrolidinone. After stirring at 120° C. for six hours, the mixture was cooled, poured into 500 ml water and stirred for five minutes, pH adjusted to 10 with Na2CO3 ; then extracted with ethyl acetate. The organic layer was washed with water, then dried (saturated NaCl, anhydrous MgSO4...